This data is from the Open Reaction Database (ORD), a public repository of structured organic reaction records. The task is: describe an organic reaction: reactants, conditions, products, and yield Reactants: BrCC1=CC=C(C=C1)C1=C(C=CC=C1)C(=O)OCC[Si](C)(C)C (4-bromomethyl-2'-(trimethylsilylethoxycarbonyl)biphenyl), C(C)(=O)[O-].[Na+] (sodium acetate). The solvent is C(C)(=O)O (acetic acid). Conditions: time 30 minute. The product is OCC1=CC(=C(C=C1)C1=CC=CC=C1)C(=O)OCC[Si](C)(C)C (4-hydroxymethyl-2-(trimethylsilylethoxycarbonyl)biphenyl). As a reaction SMILES: BrC[C:3]1[CH:8]=[CH:7][C:6]([C:9]2[CH:14]=[CH:13][CH:12]=[CH:11][C:10]=2[C:15]([O:17][CH2:18][CH2:19][Si:20]([CH3:23])([CH3:22])[CH3:21])=[O:16])=[CH:5][CH:4]=1.[C:24]([O-])(=[O:26])C.[Na+]>C(O)(=O)C>[OH:26][CH2:24][C:12]1[CH:13]=[CH:14][C:9]([C:6]2[CH:7]=[CH:8][CH:3]=[CH:4][CH:5]=2)=[C:10]([C:15]([O:17][CH2:18][CH2:19][Si:20]([CH3:22])([CH3:23])[CH3:21])=[O:16])[CH:11]=1 |f:1.2|. Reported procedure: 2.8 g of 4-bromomethyl-2'-(trimethylsilylethoxycarbonyl)biphenyl and 1.17 g of anhydrous sodium acetate are stirred overnight at 65° in glacial acetic acid and then boiled under reflux for 3 hours. The reaction mixture is evaporated, the residue is taken up in ethyl acetate and washed with water and sodium hydrogencarbonate, and the organic phase is dried and concentrated. The residue is introduced into 25 ml of ethanol, 6.3 ml of 1N NaOH are added and the mixture is stirred at room temperature ... As a reaction SMILES: [C:1]([O:5][C:6]([N:8]1[CH:9]([c:13]2[n:14][c:15]([CH2:36][c:37]3[c:38]([F:44])[cH:39][c:40]([F:43])[cH:41][cH:42]3)[c:16]([N+:33](=[O:34])[O-:35])[c:17](-[c:24]3[cH:25][cH:26][c:27]([C:28](=[O:29])[OH:30])[cH:31][cH:32]3)[c:18]2[C:2]([O:3][CH2:4][CH3:7])=[O:19])[CH2:10][CH2:11][CH2:12]1)=[O:20])([CH3:21])([CH3:22])[CH3:23].[Cl:45][CH2:46][Cl:47]>>[O:5]=[C:6]1[N:8]2[CH:9]([CH2:10][CH2:11][CH2:12]2)[c:13]2[n:14][c:15]([CH2:36][c:37]3[c:38]([F:44])[cH:39][c:40]([F:43])[cH:41][cH:42]3)[c:16]([N+:33](=[O:34])[O-:35])[c:17](-[c:24]3[cH:25][cH:26][c:27]([C:28](=[O:29])[OH:30])[cH:31][cH:32]3)[c:18]21. Yields the product O=C(O)c1ccc(-c2c3c(nc(Cc4ccc(F)cc4F)c2[N+](=O)[O-])C2CCCN2C3=O)cc1. Starting materials: CCOC(=O)c1c(C2CCCN2C(=O)OC(C)(C)C)nc(Cc2ccc(F)cc2F)c([N+](=O)[O-])c1-c1ccc(C(=O)O)cc1, ClCCl.